This data is from the Open Reaction Database (ORD), a public repository of structured organic reaction records. The task is: describe an organic reaction: reactants, conditions, products, and yield Starting materials: C(C1=CC=CC=C1)NC(=O)N (benzylurea). The reagents and catalysts are [Pd] (Pd on activated carbon). Solvent: C(C)(=O)OCC.CO (ethyl acetate CH3OH). The product is NCC1CCN(CC1)C(=O)NCC1=CC=CC=C1 (4-(Aminomethyl)-N-benzylpiperidine-1-carboxamide). RXN SMILES: [CH2:1]([NH:8][C:9]([NH2:11])=[O:10])[C:2]1[CH:7]=[CH:6][CH:5]=[CH:4][CH:3]=1>C(OCC)(=O)C.CO.[Pd]>[NH2:8][CH2:1][CH:2]1[CH2:7][CH2:6][N:11]([C:9]([NH:8][CH2:1][C:2]2[CH:7]=[CH:6][CH:5]=[CH:4][CH:3]=2)=[O:10])[CH2:4][CH2:3]1 |f:1.2|. Procedure details: ) 4 g of benzylurea 14a were dissolved in a mixture of ethyl acetate/CH3OH 3:1 with heating and, after addition of 0.2 g of 10% Pd on activated carbon, hydrogenated under standard conditions at 35 to 40° C. After the reaction was complete, the mixture was filtered through Celite and evaporated. 2.8 g; ESI-MS [M+H+]=248.15 Starting materials: ClC1=CC=C(C=C1)C1=NNC(C1)=O (3-(4-chlorophenyl)-4, 5-dihydropyrazol-5-one), ClCC(C(C)(C)C)=O (chloropinacolone), C([O-])([O-])=O.[K+].[K+] (potassium carbonate). Solvent: C(C)#N (acetonitrile). The product is ClC1=CC=C(C=C1)C1=NN(C(C1)=O)CC(C(C)(C)C)=O (3-(4-chlorophenyl)-l-(3, 3-dimethyl-2-oxobutyl)-4, 5-dihydropyrazol-5-one). The yield is 104.6%. Reaction SMILES: [Cl:1][C:2]1[CH:7]=[CH:6][C:5]([C:8]2[CH2:12][C:11](=[O:13])[NH:10][N:9]=2)=[CH:4][CH:3]=1.Cl[CH2:15][C:16](=[O:21])[C:17]([CH3:20])([CH3:19])[CH3:18].C(=O)([O-])[O-].[K+].[K+]>C(#N)C>[Cl:1][C:2]1[CH:3]=[CH:4][C:5]([C:8]2[CH2:12][C:11](=[O:13])[N:10]([CH2:15][C:16](=[O:21])[C:17]([CH3:20])([CH3:19])[CH3:18])[N:9]=2)=[CH:6][CH:7]=1 |f:2.3.4|. Reported procedure: A mixture of 3.5 g (16 mmol) of 3-(4-chlorophenyl)-4, 5-dihydropyrazol-5-one, 2.9 g (24 mmol) of chloropinacolone, 5.4 g (39 mmol) of anhydrous potassium carbonate and acetonitrile was heated under reflux for 14 hours. Excess potassium carbonate and the formed salts were removed by filtration. The filtrate was concentrated and the residue was purified by silica gel column chromatography (n-hexane/ethyl acetate=4/1 (v/v)) to give 4.9 g of the object compound as white crystals (yield 97%).